From a dataset of the Open Reaction Database (ORD), a public repository of structured organic reaction records. describe an organic reaction: reactants, conditions, products, and yield Reactants: BrCC1CCCCO1, Cc1ccc2c(c1)C1(COc3cc4c(cc31)OCCO4)C(=O)N2, FC(F)(F)c1cccnc1CCl, Cl, O=C1Nc2ccccc2C12COc1cc3c(cc12)CCO3. Yields the product Cc1ccc2c(c1)C1(COc3cc4c(cc31)OCCO4)C(=O)N2Cc1ncccc1C(F)(F)F. Reaction SMILES: [Br:14][CH2:15][CH:16]1[CH2:17][CH2:18][CH2:19][CH2:20][O:21]1.[CH3:22][c:23]1[cH:24][c:25]2[c:26]([cH:27][cH:28]1)[NH:29][C:30](=[O:44])[C:31]21[CH2:32][O:33][c:34]2[cH:35][c:36]3[c:37]([cH:42][c:43]21)[O:38][CH2:39][CH2:40][O:41]3.[Cl:2][CH2:3][c:4]1[n:5][cH:6][cH:7][cH:8][c:9]1[C:10]([F:11])([F:12])[F:13].[ClH:1].[NH:45]1[c:46]2[c:47]([cH:48][cH:49][cH:50][cH:51]2)[C:52]2([CH2:53][O:54][c:55]3[cH:56][c:57]4[c:58]([cH:59][c:60]32)[CH2:61][CH2:62][O:63]4)[C:64]1=[O:65]>>[CH2:3]([c:4]1[n:5][cH:6][cH:7][cH:8][c:9]1[C:10]([F:11])([F:12])[F:13])[N:29]1[c:26]2[c:25]([cH:24][c:23]([CH3:22])[cH:28][cH:27]2)[C:31]2([C:30]1=[O:44])[CH2:32][O:33][c:34]1[cH:35][c:36]3[c:37]([cH:42][c:43]12)[O:38][CH2:39][CH2:40][O:41]3. The reactants are COc1cc(Br)c(CCC(=O)O)c(Br)c1, O=C(Br)C(=O)Br, CCN(C(C)C)C(C)C, ClCCl, Nc1c(Cl)cccc1Cl, CN(C)C=O. Yields the product COc1cc(Br)c(CCC(=O)Nc2c(Cl)cccc2Cl)c(Br)c1. Reaction SMILES: [Br:1][c:2]1[c:3]([CH2:11][CH2:12][C:13](=[O:14])[OH:15])[c:4]([Br:10])[cH:5][c:6]([O:8][CH3:9])[cH:7]1.[C:16]([Br:17])(=[O:18])[C:19]([Br:20])=[O:21].[CH:22]([N:23]([CH:24]([CH3:25])[CH3:26])[CH2:27][CH3:28])([CH3:29])[CH3:30].[Cl:40][CH2:41][Cl:42].[NH2:31][c:32]1[c:33]([Cl:34])[cH:35][cH:36][cH:37][c:38]1[Cl:39].[O:43]=[CH:44][N:45]([CH3:46])[CH3:47]>>[Br:1][c:2]1[c:3]([CH2:11][CH2:12][C:13](=[O:15])[NH:31][c:32]2[c:33]([Cl:34])[cH:35][cH:36][cH:37][c:38]2[Cl:39])[c:4]([Br:10])[cH:5][c:6]([O:8][CH3:9])[cH:7]1. The product is COc1cc(OC)nc(NC(=O)NS(=O)(=O)N(C)S(C)(=O)=O)n1. Reactants: CCOC(=O)NS(=O)(=O)N(C)S(C)(=O)=O, Clc1ccccc1, COc1cc(OC)nc(N)n1. Reaction SMILES: [CH3:1][S:2](=[O:3])(=[O:4])[N:5]([CH3:6])[S:7](=[O:8])(=[O:9])[NH:10][C:11]([O:12][CH2:13][CH3:14])=[O:15].[Cl:27][c:28]1[cH:29][cH:30][cH:31][cH:32][cH:33]1.[NH2:16][c:17]1[n:18][c:19]([O:25][CH3:26])[cH:20][c:21]([O:23][CH3:24])[n:22]1>>[CH3:1][S:2](=[O:3])(=[O:4])[N:5]([CH3:6])[S:7](=[O:8])(=[O:9])[NH:10][C:11](=[O:15])[NH:16][c:17]1[n:18][c:19]([O:25][CH3:26])[cH:20][c:21]([O:23][CH3:24])[n:22]1. The reactants are Cl.CN1C(=CC2=CC=CC=C12)CNCC(=O)O (2-((1-methyl-1H-indol-2-yl)methylamino)acetic acid hydrochloride), C(C1=CC=CC=C1)[C@@H]1C[C@H](NC1)C(=O)NC1=CC=C(C=C1)OC1=CC=C(C=C1)F ((2S,4R)-4-benzyl-N-(4-(4-fluorophenoxy)phenyl)pyrrolidine-2-carboxamide). Product: Compound 30, C(C1=CC=CC=C1)[C@@H]1C[C@H](N(C1)C(CNCC=1N(C2=CC=CC=C2C1)C)=O)C(=O)NC1=CC=C(C=C1)OC1=CC=C(C=C1)F ((2S,4R)-4-benzyl-N-(4-(4-fluorophenoxy)phenyl)-1-(2-((1-methyl-1H-indol-2-yl)methylamino)acetyl)pyrrolidine-2-carboxamide). Isolated yield 30.4%. RXN SMILES: Cl.[CH3:2][N:3]1[C:11]2[C:6](=[CH:7][CH:8]=[CH:9][CH:10]=2)[CH:5]=[C:4]1[CH2:12][NH:13][CH2:14][C:15]([OH:17])=O.[CH2:18]([C@H:25]1[CH2:29][NH:28][C@H:27]([C:30]([NH:32][C:33]2[CH:38]=[CH:37][C:36]([O:39][C:40]3[CH:45]=[CH:44][C:43]([F:46])=[CH:42][CH:41]=3)=[CH:35][CH:34]=2)=[O:31])[CH2:26]1)[C:19]1[CH:24]=[CH:23][CH:22]=[CH:21][CH:20]=1>>[CH2:18]([C@H:25]1[CH2:29][N:28]([C:15](=[O:17])[CH2:14][NH:13][CH2:12][C:4]2[N:3]([CH3:2])[C:11]3[C:6]([CH:5]=2)=[CH:7][CH:8]=[CH:9][CH:10]=3)[C@H:27]([C:30]([NH:32][C:33]2[CH:38]=[CH:37][C:36]([O:39][C:40]3[CH:41]=[CH:42][C:43]([F:46])=[CH:44][CH:45]=3)=[CH:35][CH:34]=2)=[O:31])[CH2:26]1)[C:19]1[CH:20]=[CH:21][CH:22]=[CH:23][CH:24]=1 |f:0.1|. Procedure: Proceeding as in Example 1, but substituting 2-((1-methyl-1H-indol-2-yl)methylamino)acetic acid hydrochloride and (2S,4R)-4-benzyl-N-(4-(4-fluorophenoxy)phenyl)pyrrolidine-2-carboxamide, gave Compound 30, (2S,4R)-4-benzyl-N-(4-(4-fluorophenoxy)phenyl)-1-(2-((1-methyl-1H-indol-2-yl)methylamino)acetyl)pyrrolidine-2-carboxamide (12.6 mg, 30.4%). 1H-NMR (400 MHz, DMSO-D6): σ 9.95 (s, 1H), 7.93 (m, 2H), 7.26 (m, 4H), 7.17 (m, 8H), 6.96 (m, 3H), 4.15 (m, 1H), 3.64 (m, 1H), 3.49 (m, 2H), 3.14 (m, 2H), ... Starting materials: BrCCCCCBr, O=C1NC(=O)c2ccccc21, CC(C)=O, [K]. Yields the product O=C1c2ccccc2C(=O)N1CCCCCBr. As a reaction SMILES: [Br:13][CH2:14][CH2:15][CH2:16][CH2:17][CH2:18][Br:19].[C:1]1(=[O:11])[c:2]2[c:3]([cH:7][cH:8][cH:9][cH:10]2)[C:4](=[O:6])[NH:5]1.[CH3:20][C:21](=[O:22])[CH3:23].[K:12]>>[C:1]1(=[O:11])[c:2]2[c:3]([cH:7][cH:8][cH:9][cH:10]2)[C:4](=[O:6])[N:5]1[CH2:18][CH2:17][CH2:16][CH2:15][CH2:14][Br:13]. Reactants: CC(C)C[Al+]CC(C)C, CCOC(=O)c1c(C)c(-c2ccccc2)n(S(=O)(=O)c2ccccc2)c1C, Cc1ccccc1, [H-]. Yields the product Cc1c(CO)c(C)n(S(=O)(=O)c2ccccc2)c1-c1ccccc1. As a reaction SMILES: [CH2:29]([Al+:30][CH2:31][CH:32]([CH3:33])[CH3:34])[CH:35]([CH3:36])[CH3:37].[CH3:1][c:2]1[n:3]([S:19](=[O:20])(=[O:21])[c:22]2[cH:23][cH:24][cH:25][cH:26][cH:27]2)[c:4](-[c:13]2[cH:14][cH:15][cH:16][cH:17][cH:18]2)[c:5]([CH3:12])[c:6]1[C:7](=[O:8])[O:9][CH2:10][CH3:11].[CH3:38][c:39]1[cH:40][cH:41][cH:42][cH:43][cH:44]1.[H-:28]>>[CH3:1][c:2]1[n:3]([S:19](=[O:20])(=[O:21])[c:22]2[cH:23][cH:24][cH:25][cH:26][cH:27]2)[c:4](-[c:13]2[cH:14][cH:15][cH:16][cH:17][cH:18]2)[c:5]([CH3:12])[c:6]1[CH2:7][OH:8]. Product: CC(=O)N(Cc1cc(C(F)(F)F)cc(C(F)(F)F)c1)C1CCCN(C(=O)OC(C)C)c2cc(Cl)c(C)cc21. Starting materials: CB(O)O, CC(=O)N(Cc1cc(C(F)(F)F)cc(C(F)(F)F)c1)C1CCCN(C(=O)OC(C)C)c2cc(Cl)c(Br)cc21, [Cs+], [F-], C1COCCO1. As a reaction SMILES: [CH3:39][B:40]([OH:41])[OH:42].[CH:1]([CH3:2])([CH3:3])[O:4][C:5](=[O:6])[N:7]1[c:8]2[c:9]([cH:33][c:34]([Br:38])[c:35]([Cl:37])[cH:36]2)[CH:10]([N:14]([CH2:15][c:16]2[cH:17][c:18]([C:26]([F:27])([F:28])[F:29])[cH:19][c:20]([C:22]([F:23])([F:24])[F:25])[cH:21]2)[C:30]([CH3:31])=[O:32])[CH2:11][CH2:12][CH2:13]1.[Cs+:44].[F-:43].[O:45]1[CH2:46][CH2:47][O:48][CH2:49][CH2:50]1>>[CH:1]([CH3:2])([CH3:3])[O:4][C:5](=[O:6])[N:7]1[c:8]2[c:9]([cH:33][c:34]([CH3:39])[c:35]([Cl:37])[cH:36]2)[CH:10]([N:14]([CH2:15][c:16]2[cH:17][c:18]([C:26]([F:27])([F:28])[F:29])[cH:19][c:20]([C:22]([F:23])([F:24])[F:25])[cH:21]2)[C:30]([CH3:31])=[O:32])[CH2:11][CH2:12][CH2:13]1. Reactants: OB(O)c1ccccc1F (effective_coupling_partner), CCN(CC)C(=O)Oc2ccc1ccccc1c2 (substrate). The reagents and catalysts are PCy3. Reaction conditions: temperature 180 celsius, time 10 minute. Product: Fc1ccccc1c3ccc2ccccc2c3. Starting materials: BrC=1C(C2=CC=C(C=C2C1C1=CC=CC=C1)OC)=O (2-Bromo-5-methoxy-3-phenyl-1H-inden-1-one), O1CCN(CC1)CCOC1=CC=C2C(=C(C(C2=C1)=O)Br)C1=CC=CC=C1 (6-(2-morpholinoethoxy)-2-bromo-3-phenyl-1H-inden-1-one), B(C=1C=CC(=CC1)C)(O)O (p-tolylboronic acid). Run at time 10 minute. Yields the product COC=1C=C2C(=C(C(C2=CC1)=O)C1=CC=C(C=C1)C)C1=CC=CC=C1 (5-Methoxy-3-phenyl-2-(p-tolyl)-1H-inden-1-one). The yield is 70.0%. RXN SMILES: Br[C:2]1[C:3](=[O:19])[C:4]2[C:9]([C:10]=1[C:11]1[CH:16]=[CH:15][CH:14]=[CH:13][CH:12]=1)=[CH:8][C:7]([O:17][CH3:18])=[CH:6][CH:5]=2.O1CCN(CCO[C:29]2[CH:37]=[C:36]3[C:32]([C:33](C4C=CC=CC=4)=C(Br)C3=O)=[CH:31][CH:30]=2)CC1.B(O)(O)C1C=CC(C)=CC=1>>[CH3:18][O:17][C:7]1[CH:8]=[C:9]2[C:4](=[CH:5][CH:6]=1)[C:3](=[O:19])[C:2]([C:29]1[CH:37]=[CH:36][C:32]([CH3:33])=[CH:31][CH:30]=1)=[C:10]2[C:11]1[CH:16]=[CH:15][CH:14]=[CH:13][CH:12]=1. Procedure details: The procedure of Step 7 of Example 1 was repeated except for using 2-bromo-5-methoxy-3-phenyl-1H-inden-1-one obtained in Step 4 of Example 129 as a starting material instead of 6-(2-morpholinoethoxy)-2-bromo-3-phenyl-1H-inden-1-one, p-tolylboronic acid instead of 3-pyridinylboronic acid, and being stirred for 10 min to obtain the title compound (70%).